Dataset: the Open Reaction Database (ORD), a public repository of structured organic reaction records. Task: describe an organic reaction: reactants, conditions, products, and yield Starting materials: C(=O)([O-])[O-].[K+].[K+] (K2CO3), ClC1=NC=C(C=C1)C(F)(F)F (2-chloro-5-(trifluoromethyl)pyridine), CS(=O)(=O)C1=CC=C(C=C1)C1=CC=C(C=N1)OCC1CCN(CC1)C(=O)OC(C)(C)C (1,1-dimethylethyl 4-[({6-[4-(methylsulfonyl)phenyl]-3-pyridinyl}oxy)methyl]-1-piperidinecarboxylate), C(=O)(C(F)(F)F)O (TFA). Run in C(Cl)Cl (CH2Cl2), CS(=O)C (DMSO). Product: CS(=O)(=O)C1=CC=C(C=C1)C1=NC=C(C=C1)OCC1CCN(CC1)C1=NC=C(C=C1)C(F)(F)F (2-[4-(Methylsulfonyl)phenyl]-5-[({1-[5-(trifluoromethyl)-2-pyridinyl]-4-piperidinyl}methyl)oxy]pyridine). Reaction SMILES: [CH3:1][S:2]([C:5]1[CH:10]=[CH:9][C:8]([C:11]2[N:16]=[CH:15][C:14]([O:17][CH2:18][CH:19]3[CH2:24][CH2:23][N:22]([C:25](OC(C)(C)C)=O)[CH2:21][CH2:20]3)=[CH:13][CH:12]=2)=[CH:7][CH:6]=1)(=[O:4])=[O:3].C(O)(C(F)(F)F)=O.C([O-])([O-])=O.[K+].[K+].ClC1[CH:51]=[CH:50][C:49]([C:52]([F:55])([F:54])[F:53])=[CH:48][N:47]=1>C(Cl)Cl.CS(C)=O>[CH3:1][S:2]([C:5]1[CH:6]=[CH:7][C:8]([C:11]2[CH:12]=[CH:13][C:14]([O:17][CH2:18][CH:19]3[CH2:24][CH2:23][N:22]([C:25]4[CH:51]=[CH:50][C:49]([C:52]([F:55])([F:54])[F:53])=[CH:48][N:47]=4)[CH2:21][CH2:20]3)=[CH:15][N:16]=2)=[CH:9][CH:10]=1)(=[O:4])=[O:3] |f:2.3.4|. Procedure: The title compound (73 mg, 66%) was prepared as a white solid from 1,1-dimethylethyl 4-[({6-[4-(methylsulfonyl)phenyl]-3-pyridinyl}oxy)methyl]-1-piperidinecarboxylate (prepared as in Example 150, Step 2, 0.10 g, 0.22 mmol) and TFA (0.18 mL) in CH2Cl2 (6 mL) then K2CO3 (0.62 g) and 2-chloro-5-(trifluoromethyl)pyridine (50 mg, 0.27 mmol) in DMSO (5 mL) in a manner similar to Example 80. The crude material was purified by chromatography on a silica gel column eluted with 1:16 acetone/CH2Cl2 to give... Starting materials: C=CCn1cccc1C(=O)c1ccc(OC)cc1, C1CCOC1, CC(=O)[O-], Cc1ccccc1, [Na+], CN(C)C=O, O, O=P(Cl)(Cl)Cl. Yields the product C=CCn1cc(C=O)cc1C(=O)c1ccc(OC)cc1. RXN SMILES: [CH2:11]([CH:12]=[CH2:13])[n:14]1[c:15]([C:19](=[O:20])[c:21]2[cH:22][cH:23][c:24]([O:27][CH3:28])[cH:25][cH:26]2)[cH:16][cH:17][cH:18]1.[CH2:42]1[O:43][CH2:44][CH2:45][CH2:46]1.[CH3:30][C:31](=[O:32])[O-:33].[CH3:34][c:35]1[cH:36][cH:37][cH:38][cH:39][cH:40]1.[Na+:29].[O:1]=[CH:2][N:3]([CH3:4])[CH3:5].[OH2:41].[P:6]([Cl:7])([Cl:8])([Cl:9])=[O:10]>>[O:1]=[CH:2][c:17]1[cH:16][c:15]([C:19](=[O:20])[c:21]2[cH:22][cH:23][c:24]([O:27][CH3:28])[cH:25][cH:26]2)[n:14]([CH2:11][CH:12]=[CH2:13])[cH:18]1. Starting materials: [Cl-].C(C1=CC=CC=C1)=NC1[C@@H]2N(C(=C(CS2)C[P+](C2=CC=CC=C2)(C2=CC=CC=C2)C2=CC=CC=C2)C(=O)OC(C2=CC=CC=C2)C2=CC=CC=C2)C1=O (diphenylmethyl 7-benzylideneamino-3-triphenylphosphoniomethyl-3-cephem-4-carboxylate chloride), C(=O)([O-])[O-].[Na+].[Na+] (Na2CO3). Run in C(Cl)Cl (CH2Cl2). Reaction conditions: time 15 minute. Product: C(C1=CC=CC=C1)=NC1[C@@H]2N(C(=C(CS2)C=P(C2=CC=CC=C2)(C2=CC=CC=C2)C2=CC=CC=C2)C(=O)OC(C2=CC=CC=C2)C2=CC=CC=C2)C1=O (Diphenylmethyl 7-Benzylideneamino-3-[(triphenylphosphoranylidene)-methyl]-3-cephem-4-carboxylate). Yield: 77.4%. Reaction SMILES: [Cl-].[CH:2](=[N:9][CH:10]1[C:53](=[O:54])[N:12]2[C:13]([C:37]([O:39][CH:40]([C:47]3[CH:52]=[CH:51][CH:50]=[CH:49][CH:48]=3)[C:41]3[CH:46]=[CH:45][CH:44]=[CH:43][CH:42]=3)=[O:38])=[C:14]([CH2:17][P+:18]([C:31]3[CH:36]=[CH:35][CH:34]=[CH:33][CH:32]=3)([C:25]3[CH:30]=[CH:29][CH:28]=[CH:27][CH:26]=3)[C:19]3[CH:24]=[CH:23][CH:22]=[CH:21][CH:20]=3)[CH2:15][S:16][C@H:11]12)[C:3]1[CH:8]=[CH:7][CH:6]=[CH:5][CH:4]=1.C([O-])([O-])=O.[Na+].[Na+]>C(Cl)Cl>[CH:2](=[N:9][CH:10]1[C:53](=[O:54])[N:12]2[C:13]([C:37]([O:39][CH:40]([C:41]3[CH:46]=[CH:45][CH:44]=[CH:43][CH:42]=3)[C:47]3[CH:52]=[CH:51][CH:50]=[CH:49][CH:48]=3)=[O:38])=[C:14]([CH:17]=[P:18]([C:25]3[CH:26]=[CH:27][CH:28]=[CH:29][CH:30]=3)([C:31]3[CH:36]=[CH:35][CH:34]=[CH:33][CH:32]=3)[C:19]3[CH:24]=[CH:23][CH:22]=[CH:21][CH:20]=3)[CH2:15][S:16][C@H:11]12)[C:3]1[CH:8]=[CH:7][CH:6]=[CH:5][CH:4]=1 |f:0.1,2.3.4|. Procedure: A mixture of diphenylmethyl 7-benzylideneamino-3-triphenylphosphoniomethyl-3-cephem-4-carboxylate chloride (322 g, 0.42 mole) and 5N Na2CO3 (252 ml) in CH2Cl2 (1.6 l) was stirred vigorously for 15 minutes at room temperature. The organic layer was separated, dried over MgSO4 and concentrated to about 500 ml of volume. The concentrate was diluted with acetone (1 l), with stirring, to give a light yellow crystalline powder which was collected by filtration to yield 237 g (78%) of III, melting at 1... Reactants: C1=CC=C2C(=C1)C(=O)C(C2=O)(O)O (ninhydrin), Cl.C(C)NC(NN)=S (4-ethyl thiosemicarbazide hydrochloride). As a reaction SMILES: [CH:1]1[CH:6]=[C:5]2[C:7]([C:9](O)(O)[C:10](=[O:11])[C:4]2=[CH:3][CH:2]=1)=[O:8].Cl.[CH2:15]([NH:17][C:18](=[S:21])[NH:19][NH2:20])[CH3:16]>>[CH2:15]([NH:17][C:18](=[S:21])[NH:19][N:20]=[C:9]1[C:10](=[O:11])[C:4]2[C:5](=[CH:6][CH:1]=[CH:2][CH:3]=2)[C:7]1=[O:8])[CH3:16] |f:1.2|. Procedure: ninhydrin, 4-ethyl thiosemicarbazide hydrochloride Yields the product C(C)NC(NN=C1C(C2=CC=CC=C2C1=O)=O)=S (2-[4-ethylthiosemicarbazono)-indan-1,3-dione). The reactants are CC[NH+](CC)CC.CC[NH+](CC)CC.C(=O)([O-])[O-] (MP-carbonate resin), N1CCCC1 (Pyrrolidine), Polystyrene, CN(C)C1=NC=CC=C1 (dimethylaminopyridine), ClC1=C(C=C(C=C1)C1=NN(C(=C1)C)CC(=O)O)C(NCC1(CCCCCC1)O)=O ((3-{4-chloro-3-[(1-hydroxy-cycloheptylmethyl)-carbamoyl]-phenyl}-5-methyl-pyrazol-1-yl)-acetic acid), ON1N=NC2=C1C=CC=C2 (1-hydroxybenzotriazole). Run in CN(C=O)C (N,N-dimethylformamide), CN(C=O)C (N,N-dimethylformamide), CN(C=O)C (N,N-dimethylformamide), C(=O)(N1C=NC=C1)N1C=NC=C1 (carbonyldiimidazole). Run at time 10 minute. Product: ClC1=C(C(=O)NCC2(CCCCCC2)O)C=C(C=C1)C1=NN(C(=C1)C)CC(N1CCCC1)=O (2-Chloro-N-(1-hydroxy-cycloheptylmethyl)-5-[5-methyl-1-(2-oxo-2-pyrrolidin-1-yl-ethyl)-1H-pyrazol-3-yl]-benzamide). The yield is 46.5%. As a reaction SMILES: [Cl:1][C:2]1[CH:7]=[CH:6][C:5]([C:8]2[CH:12]=[C:11]([CH3:13])[N:10]([CH2:14][C:15]([OH:17])=O)[N:9]=2)=[CH:4][C:3]=1[C:18](=[O:29])[NH:19][CH2:20][C:21]1([OH:28])[CH2:27][CH2:26][CH2:25][CH2:24][CH2:23][CH2:22]1.ON1C2C=[CH:37][CH:38]=[CH:39][C:34]=2[N:33]=N1.N1CCCC1.CN(C1C=CC=CN=1)C.CC[NH+](CC)CC.CC[NH+](CC)CC.C([O-])([O-])=O>CN(C)C=O.C(N1C=CN=C1)(N1C=CN=C1)=O>[Cl:1][C:2]1[CH:7]=[CH:6][C:5]([C:8]2[CH:12]=[C:11]([CH3:13])[N:10]([CH2:14][C:15](=[O:17])[N:33]3[CH2:34][CH2:39][CH2:38][CH2:37]3)[N:9]=2)=[CH:4][C:3]=1[C:18]([NH:19][CH2:20][C:21]1([OH:28])[CH2:27][CH2:26][CH2:25][CH2:24][CH2:23][CH2:22]1)=[O:29] |f:4.5.6|. Procedure: To a solution of (3-{4-chloro-3-[(1-hydroxy-cycloheptylmethyl)-carbamoyl]-phenyl}-5-methyl-pyrazol-1-yl)-acetic acid (41.9 mg, 0.1 mmol) in N,N-dimethylformamide (1 mL) was added a solution of 1-hydroxybenzotriazole (20.25 mg, 0.15 mmol) in N,N-dimethylformamide (0.5 mL) and carbonyldiimidazole on polystyrene (294 mg, 0.3 mmol). The mixture was shaken at room temperature for 10 minutes. Pyrrolidine (10.65 mg, 0.15 mmol) was added as a solution in N,N-dimethylformamide (1.5 mL). Polystyrene suppo... Reactants: C[Si](C)(C)[N-][Si](C)(C)C, [Cl-], COc1cc2c(Cl)ncnc2cc1OCCCN1CCN(C)CC1, COCC#Cc1cc(Cl)c(N)c2c1OCO2, [NH4+], [Na+], C1CCOC1, CN(C)C=O. The product is COCC#Cc1cc(Cl)c(Nc2ncnc3cc(OCCCN4CCN(C)CC4)c(OC)cc23)c2c1OCO2. Reaction SMILES: [CH3:1][Si:2]([N-:3][Si:4]([CH3:5])([CH3:6])[CH3:7])([CH3:8])[CH3:9].[Cl-:61].[Cl:16][c:17]1[n:18][cH:19][n:20][c:21]2[cH:22][c:23]([O:29][CH2:30][CH2:31][CH2:32][N:33]3[CH2:34][CH2:35][N:36]([CH3:39])[CH2:37][CH2:38]3)[c:24]([O:27][CH3:28])[cH:25][c:26]12.[Cl:40][c:41]1[c:42]([NH2:55])[c:43]2[c:44]([c:48]([C:50]#[C:51][CH2:52][O:53][CH3:54])[cH:49]1)[O:45][CH2:46][O:47]2.[NH4+:62].[Na+:10].[O:11]1[CH2:12][CH2:13][CH2:14][CH2:15]1.[O:56]=[CH:57][N:58]([CH3:59])[CH3:60]>>[c:17]1([NH:55][c:42]2[c:41]([Cl:40])[cH:49][c:48]([C:50]#[C:51][CH2:52][O:53][CH3:54])[c:44]3[c:43]2[O:47][CH2:46][O:45]3)[n:18][cH:19][n:20][c:21]2[cH:22][c:23]([O:29][CH2:30][CH2:31][CH2:32][N:33]3[CH2:34][CH2:35][N:36]([CH3:39])[CH2:37][CH2:38]3)[c:24]([O:27][CH3:28])[cH:25][c:26]12. Reactants: CS(=O)(=O)c1ccc(Br)cc1, CCO, [K+], [K+], NC(=O)c1cn(-c2ccccc2)nc1N, O=C([O-])[O-]. Product: CS(=O)(=O)c1ccc(Nc2nn(-c3ccccc3)cc2C(N)=O)cc1. Reaction SMILES: [CH3:16][S:17](=[O:18])(=[O:19])[c:20]1[cH:21][cH:22][c:23]([Br:26])[cH:24][cH:25]1.[CH3:33][CH2:34][OH:35].[K+:27].[K+:28].[NH2:1][c:2]1[n:3][n:4](-[c:10]2[cH:11][cH:12][cH:13][cH:14][cH:15]2)[cH:5][c:6]1[C:7](=[O:8])[NH2:9].[O-:29][C:30]([O-:31])=[O:32]>>[NH:1]([c:2]1[n:3][n:4](-[c:10]2[cH:11][cH:12][cH:13][cH:14][cH:15]2)[cH:5][c:6]1[C:7](=[O:8])[NH2:9])[c:23]1[cH:22][cH:21][c:20]([S:17]([CH3:16])(=[O:18])=[O:19])[cH:25][cH:24]1.